From a dataset of the Open Reaction Database (ORD), a public repository of structured organic reaction records. describe an organic reaction: reactants, conditions, products, and yield Starting materials: CC1(C)C=C(c2ccccc2)c2cc([N+](=O)[O-])ccc21, CCOC(C)=O, [Cl-], [Fe], O, c1ccccc1. Yields the product CC1(C)C=C(c2ccccc2)c2cc(N)ccc21. Reaction SMILES: [CH3:1][C:2]1([CH3:20])[CH:3]=[C:4]([c:14]2[cH:15][cH:16][cH:17][cH:18][cH:19]2)[c:5]2[cH:6][c:7]([N+:11]([O-:12])=[O:13])[cH:8][cH:9][c:10]21.[CH3:29][CH2:30][O:31][C:32](=[O:33])[CH3:34].[Cl-:21].[Fe:35].[OH2:28].[cH:22]1[cH:23][cH:24][cH:25][cH:26][cH:27]1>>[CH3:1][C:2]1([CH3:20])[CH:3]=[C:4]([c:14]2[cH:15][cH:16][cH:17][cH:18][cH:19]2)[c:5]2[cH:6][c:7]([NH2:11])[cH:8][cH:9][c:10]21. The reactants are C(C)(C)(C)OC(NC=1C(=NC(=NC1)C)OC1=C(C=CC=C1)C)=O ((2-methyl-4-o-tolyloxy-pyrimidin-5-yl)-carbamic acid tert.-butyl ester), CN(C=O)C (N,N-dimethylformamide), CI (methyl iodide). Run in ice water. Conditions: time 1 hour. The product is C(C)(C)(C)OC(N(C=1C(=NC(=NC1)C)OC1=C(C=CC=C1)C)C)=O (methyl-(2-methyl-4-o-tolyloxy-pyrimidin-5-yl)-carbamic acid tert.-butyl ester). Isolated yield 99.5%. Reaction SMILES: [C:1]([O:5][C:6](=[O:23])[NH:7][C:8]1[C:9]([O:15][C:16]2[CH:21]=[CH:20][CH:19]=[CH:18][C:17]=2[CH3:22])=[N:10][C:11]([CH3:14])=[N:12][CH:13]=1)([CH3:4])([CH3:3])[CH3:2].[CH3:24]N(C)C=O.CI>>[C:1]([O:5][C:6](=[O:23])[N:7]([CH3:24])[C:8]1[C:9]([O:15][C:16]2[CH:21]=[CH:20][CH:19]=[CH:18][C:17]=2[CH3:22])=[N:10][C:11]([CH3:14])=[N:12][CH:13]=1)([CH3:4])([CH3:3])[CH3:2]. Reported procedure: To a solution of 1.83g (5.80 mmol) (2-methyl-4-o-tolyloxy-pyrimidin-5-yl)-carbamic acid tert.-butyl ester in 25 ml N,N-dimethylformamide 0.35 g (68.7 mmol) sodiumhydride (60% dispersion in mineraloil) was added and the reaction mixture stirred for 1 h. After the addition of 0.65 ml (10.4 mmol) methyl iodide at 0°, the reaction mixture was stirred for 2 hrs. The reaction mixture was poured into 100 ml ice-water and three times extracted with 80 ml CH2Cl2. The combined organic layers were dried (N... The reactants are CN1CCCNCC1, CS(C)=O, COc1cc2nc(-c3cccc(-c4ccccc4)c3)nc(Nc3ccc4c(cnn4C(=O)OC(C)(C)C)c3)c2cc1OCCCl. Yields the product COc1cc2nc(-c3cccc(-c4ccccc4)c3)nc(Nc3ccc4c(cnn4C(=O)OC(C)(C)C)c3)c2cc1OCCN1CCCN(C)CC1. Reaction SMILES: [CH3:46][N:47]1[CH2:48][CH2:49][NH:50][CH2:51][CH2:52][CH2:53]1.[CH3:54][S:55]([CH3:56])=[O:57].[Cl:1][CH2:2][CH2:3][O:4][c:5]1[cH:6][c:7]2[c:8]([NH:29][c:30]3[cH:31][c:32]4[cH:33][n:34][n:35]([C:39](=[O:40])[O:41][C:42]([CH3:43])([CH3:44])[CH3:45])[c:36]4[cH:37][cH:38]3)[n:9][c:10](-[c:17]3[cH:18][c:19](-[c:23]4[cH:24][cH:25][cH:26][cH:27][cH:28]4)[cH:20][cH:21][cH:22]3)[n:11][c:12]2[cH:13][c:14]1[O:15][CH3:16]>>[CH2:2]([CH2:3][O:4][c:5]1[cH:6][c:7]2[c:8]([NH:29][c:30]3[cH:31][c:32]4[cH:33][n:34][n:35]([C:39](=[O:40])[O:41][C:42]([CH3:43])([CH3:44])[CH3:45])[c:36]4[cH:37][cH:38]3)[n:9][c:10](-[c:17]3[cH:18][c:19](-[c:23]4[cH:24][cH:25][cH:26][cH:27][cH:28]4)[cH:20][cH:21][cH:22]3)[n:11][c:12]2[cH:13][c:14]1[O:15][CH3:16])[N:50]1[CH2:49][CH2:48][N:47]([CH3:46])[CH2:53][CH2:52][CH2:51]1. The reactants are ClC1=C(C=CC(=C1)OCCN(CC)CC)C(C(CC)=C)=O (1-[2-Chloro-4-(2-diethylaminoethoxy)phenyl]-2-methylene-1-butanone), ClC1=C(C=CC(=C1)OCCCN(CC)CC)C(CCC)=O (1-[2-chloro-4-(3-diethylaminopropoxy)phenyl]-1-butanone). Yields the product ClC1=C(C=CC(=C1)OCCCN(CC)CC)C(C(CC)=C)=O (1-[2-Chloro-4-(3-diethylaminopropoxy)phenyl]-2-methylene-1-butanone). RXN SMILES: [Cl:1][C:2]1[CH:7]=[C:6]([O:8][CH2:9][CH2:10]N(CC)CC)[CH:5]=[CH:4][C:3]=1[C:16](=[O:21])[C:17](=[CH2:20])[CH2:18][CH3:19].ClC1C=C(OC[CH2:31][CH2:32][N:33]([CH2:36]C)[CH2:34][CH3:35])C=CC=1C(=O)CCC>>[Cl:1][C:2]1[CH:7]=[C:6]([O:8][CH2:9][CH2:10][CH2:36][N:33]([CH2:34][CH3:35])[CH2:32][CH3:31])[CH:5]=[CH:4][C:3]=1[C:16](=[O:21])[C:17](=[CH2:20])[CH2:18][CH3:19]. Reported procedure: This compound is prepared by essentially the same method as described in Example 1 Step B except that the 1-[2-chloro-4-(2-diethylaminoethoxy)phenyl]-1-butanone of Example 1 Step B is replaced by an equimolecular quantity of 1-[2-chloro-4-(3-diethylaminopropoxy)phenyl]-1-butanone. The product is obtained as a yellow oil upon distillation in vacuo (0.4 mm.). Reactants: phenylmethyl ester, NS(=O)(=O)C=1C=C2C(NC(NC2=CC1Cl)C=1C=C(O[C@H]2C[C@H](N(C2)C(=O)N(CC)CCC(=O)OCC)C(=O)OCC2=CC=CC=C2)C=CC1)=O ((cis)-4-[3-[6-(Aminosulfonyl)-7-chloro-1,2,3,4-tetrahydro-4-oxo-2-quinazolinyl]phenoxy]-1-[ [(3-ethoxy-3-oxopropyl)ethylamino]carbonyl]-L-proline, phenylmethyl ester). The reagents and catalysts are [Pd] (palladium on charcoal). Run in C(C)O (ethanol). Conditions: time 2.5 hour. Yields the product NS(=O)(=O)C=1C=C2C(NC(NC2=CC1Cl)C=1C=C(O[C@H]2C[C@H](N(C2)C(=O)N(CC)CCC(=O)OCC)C(=O)O)C=CC1)=O ((cis)-4-[3-[6-(aminosulfonyl)-7-chloro-1,2,3,4-tetrahydro-4-oxo-2-quinazolinyl]phenoxy]-1-[[(3-ethoxy-3-oxopropyl)ethylamino]carbonyl]-L-proline). RXN SMILES: [NH2:1][S:2]([C:5]1[CH:6]=[C:7]2[C:12](=[CH:13][C:14]=1[Cl:15])[NH:11][CH:10]([C:16]1[CH:17]=[C:18]([CH:47]=[CH:48][CH:49]=1)[O:19][C@@H:20]1[CH2:24][N:23]([C:25]([N:27]([CH2:30][CH2:31][C:32]([O:34][CH2:35][CH3:36])=[O:33])[CH2:28][CH3:29])=[O:26])[C@H:22]([C:37]([O:39]CC3C=CC=CC=3)=[O:38])[CH2:21]1)[NH:9][C:8]2=[O:50])(=[O:4])=[O:3]>[Pd].C(O)C>[NH2:1][S:2]([C:5]1[CH:6]=[C:7]2[C:12](=[CH:13][C:14]=1[Cl:15])[NH:11][CH:10]([C:16]1[CH:17]=[C:18]([CH:47]=[CH:48][CH:49]=1)[O:19][C@@H:20]1[CH2:24][N:23]([C:25]([N:27]([CH2:30][CH2:31][C:32]([O:34][CH2:35][CH3:36])=[O:33])[CH2:28][CH3:29])=[O:26])[C@H:22]([C:37]([OH:39])=[O:38])[CH2:21]1)[NH:9][C:8]2=[O:50])(=[O:4])=[O:3]. Reported procedure: To a solution of the phenylmethyl ester product of part (i) (505 mg., 0.69 mmole) in 40 ml. of absolute ethanol is added approximately 70 mg. of 10% palladium on charcoal. The resulting mixture is stirred under hydrogen for approximately 2.5 hours at which time Tlc analysis shows no starting material remaining. The mixture is filtered and concentrated at reduced pressure to give a pale gray foam which is dried under vacuum overnight to give 430 mg. of material. In order to remove additional pall... Reactants: NC1=NC=CC=C1OCCCCCl (2-amino-3-(4-chlorobutyloxy)pyridine), [K].O1C(NC(C1)=O)=O (oxazolidine-2,4-dione potassium salt), [I-].[Na+] (sodium iodide). The product is NC1=NC=CC=C1OCCCCN1C(OCC1=O)=O (3-[4-(2-aminopyridin-3-yloxy)butyl]oxazolidine-2,4-dione). Reaction SMILES: [NH2:1][C:2]1[C:7]([O:8][CH2:9][CH2:10][CH2:11][CH2:12]Cl)=[CH:6][CH:5]=[CH:4][N:3]=1.[K].[O:15]1[CH2:19][C:18](=[O:20])[NH:17][C:16]1=[O:21].[I-].[Na+]>>[NH2:1][C:2]1[C:7]([O:8][CH2:9][CH2:10][CH2:11][CH2:12][N:17]2[C:18](=[O:20])[CH2:19][O:15][C:16]2=[O:21])=[CH:6][CH:5]=[CH:4][N:3]=1 |f:1.2,3.4,^1:13|. Procedure details: Using 15.05 g (75 mmol) of 2-amino-3-(4-chlorobutyloxy)pyridine, 10.44 g (75 mmol) of oxazolidine-2,4-dione potassium salt and 11.24 g (75 mmol) of sodium iodide, the same procedure as in Reference Example 11 was followed, to yield 12.34 g (62.0%, yellow powder) of the desired product.